This data is from the Open Reaction Database (ORD), a public repository of structured organic reaction records. The task is: describe an organic reaction: reactants, conditions, products, and yield Starting materials: COC1=CC=C2[C@@H]([C@@H](COC2=C1)C1=CC=C(C=C1)C(F)(F)F)C1=CC=C(C=C1)OCCN1CCCC1 ((±)-cis-7-methoxy-4-(4-(2-pyrrolidinoethoxy)phenyl)-3-(4-(trifluoromethyl)phenyl)chromane), Cl.N1=CC=CC=C1 (pyridine hydrochloride). The product is OC1=CC=C2[C@@H]([C@@H](COC2=C1)C1=CC=C(C=C1)C(F)(F)F)C1=CC=C(C=C1)OCCN1CCCC1 ((±)-cis-7-Hydroxy-4-(4-(2-pyrrolidinoethoxy)phenyl)-3-(4-(trifluoromethyl)phenyl)-chromane). Reaction SMILES: C[O:2][C:3]1[CH:12]=[C:11]2[C:6]([C@H:7]([C:23]3[CH:28]=[CH:27][C:26]([O:29][CH2:30][CH2:31][N:32]4[CH2:36][CH2:35][CH2:34][CH2:33]4)=[CH:25][CH:24]=3)[C@H:8]([C:13]3[CH:18]=[CH:17][C:16]([C:19]([F:22])([F:21])[F:20])=[CH:15][CH:14]=3)[CH2:9][O:10]2)=[CH:5][CH:4]=1.Cl.N1C=CC=CC=1>>[OH:2][C:3]1[CH:12]=[C:11]2[C:6]([C@H:7]([C:23]3[CH:28]=[CH:27][C:26]([O:29][CH2:30][CH2:31][N:32]4[CH2:33][CH2:34][CH2:35][CH2:36]4)=[CH:25][CH:24]=3)[C@H:8]([C:13]3[CH:14]=[CH:15][C:16]([C:19]([F:20])([F:21])[F:22])=[CH:17][CH:18]=3)[CH2:9][O:10]2)=[CH:5][CH:4]=1 |f:1.2|. Procedure details: In an manner analogous to that described in step 5 for Example 10, (±)-cis-7-methoxy-4-(4-(2-pyrrolidinoethoxy)phenyl)-3-(4-(trifluoromethyl)phenyl)chromane (0.30 g, 0.60 mmol) was de-methylated by heating with pyridine hydrochloride to give the title compound as a colourless powder. Reactants: solid 1H, Cl.N1(N=CC=C1)C(=N)N (pyrazole-1-carboxamidine hydrochloride), NCCNC(=O)OC(C)(C)C (N-(2-aminoethyl)(tert-butoxy)carboxamide). Run in CC#N (CH3CN). Reaction conditions: time 24 hour. Yields the product Cl.C(N)(=N)NCCNC(=O)OC(C)(C)C (N-[2-(amidinoamino)ethyl](tert-butoxy)carboxamide, hydrochloride). Isolated yield 100.0%. Reaction SMILES: [ClH:1].[N:2]1([C:7]([NH2:9])=[NH:8])[CH:6]=[CH:5]C=N1.NCC[NH:13][C:14]([O:16][C:17]([CH3:20])([CH3:19])[CH3:18])=[O:15]>CC#N>[ClH:1].[C:7]([NH:2][CH2:6][CH2:5][NH:13][C:14]([O:16][C:17]([CH3:20])([CH3:19])[CH3:18])=[O:15])(=[NH:8])[NH2:9] |f:0.1,4.5|. Procedure: Portions of solid 1H -pyrazole-1-carboxamidine hydrochloride (91.10 g, 624 mmol)) are added to a stirred solution of N-(2-aminoethyl)(tert-butoxy)carboxamide (0.62 M) in CH3CN (1 L) at 80° C. After 24 hours, the reaction was stripped of solvent under reduced pressure. The residue was triturated with ether (3×100 ml), and dried in vacuo. The N-[2-(amidinoamino)ethyl](tert-butoxy)carboxamide, hydrochloride was obtained in over 100% yield containing a small amount of pyrazole. The N-[2-(amidinoamin...